Dataset: the Open Reaction Database (ORD), a public repository of structured organic reaction records. Task: describe an organic reaction: reactants, conditions, products, and yield Starting materials: C(C)N(C=1C=C2[C@@H](C[C@@H](N(C2=CC1)C(C1=CC=C(C=C1)F)=O)C)N(C(CC)=O)C1=CC=C(C=C1)N(CC)CC)CC ((±)-Cis-N-[6-diethylamino-1-(4-fluoro-benzoyl)-2-methyl-1,2,3,4-tetrahydro-quinolin-4-yl]-N(4-diethylamino-phenyl)-propionamide), N1CCOCC1 (morpholine), ClC1=CC=C(C=C1)N(C(CC)=O)[C@@H]1C[C@@H](N(C2=CC=C(C=C12)N1CCOCC1)C(C1=CC=C(C=C1)F)=O)C ((±)-cis-N-(4-chloro-phenyl)-N-[1-(4-fluoro-benzoyl)-2-methyl-6-morpholin-4-yl-1,2,3,4-tetrahydro-quinolin-4-yl]-propionamide), C(C)NCC (diethylamine). Yields the product ClC1=CC=C(C=C1)N(C(CC)=O)[C@@H]1C[C@@H](N(C2=CC=C(C=C12)N(CC)CC)C(C1=CC=C(C=C1)F)=O)C ((±)-cis-N-(4-chloro-phenyl)-N-[6-diethylamino-1-(4-fluoro-benzoyl)-2-methyl-1,2,3,4-tetrahydro-quinolin-4-yl]-propionamide). Reaction SMILES: C(N(CC)C1C=C2C(=CC=1)N(C(=O)C1C=CC(F)=CC=1)[C@@H](C)C[C@H]2N(C1C=CC(N(CC)CC)=CC=1)C(=O)CC)C.[Cl:42][C:43]1[CH:48]=[CH:47][C:46]([N:49]([C@H:54]2[C:63]3[C:58](=[CH:59][CH:60]=[C:61]([N:64]4[CH2:69][CH2:68]O[CH2:66][CH2:65]4)[CH:62]=3)[N:57]([C:70](=[O:78])[C:71]3[CH:76]=[CH:75][C:74]([F:77])=[CH:73][CH:72]=3)[C@@H:56]([CH3:79])[CH2:55]2)[C:50](=[O:53])[CH2:51][CH3:52])=[CH:45][CH:44]=1.C(NCC)C.N1CCOCC1>>[Cl:42][C:43]1[CH:44]=[CH:45][C:46]([N:49]([C@H:54]2[C:63]3[C:58](=[CH:59][CH:60]=[C:61]([N:64]([CH2:65][CH3:66])[CH2:69][CH3:68])[CH:62]=3)[N:57]([C:70](=[O:78])[C:71]3[CH:72]=[CH:73][C:74]([F:77])=[CH:75][CH:76]=3)[C@@H:56]([CH3:79])[CH2:55]2)[C:50](=[O:53])[CH2:51][CH3:52])=[CH:47][CH:48]=1. Reported procedure: (±)-Cis-N-[6-diethylamino-1-(4-fluoro-benzoyl)-2-methyl-1,2,3,4-tetrahydro-quinolin-4-yl]-N(4-diethylamino-phenyl)-propionamide was made in the same way as (±)-cis-N-(4-chloro-phenyl)-N-[1-(4-fluoro-benzoyl)-2-methyl-6-morpholin-4-yl-1,2,3,4-tetrahydro-quinolin-4-yl]-propionamide except diethylamine was substituted for morpholine. The reaction was non-selective and yielded (±)-cis-N-(4-chloro-phenyl)-N-[6-diethylamino-1-(4-fluoro-benzoyl)-2-methyl-1,2,3,4-tetrahydro-quinolin-4-yl]-propionamide i...